Dataset: the Open Reaction Database (ORD), a public repository of structured organic reaction records. Task: describe an organic reaction: reactants, conditions, products, and yield Starting materials: CC(C)(C)OC(=O)c1cccc(Br)c1, CS(=O)[O-], [Cu]I, [Na+], [Na+], [OH-], O=C(O)C1CCCN1. Product: CC(C)(C)OC(=O)c1cccc(S(C)(=O)=O)c1. RXN SMILES: [Br:1][c:2]1[cH:3][c:4]([C:5](=[O:6])[O:7][C:8]([CH3:9])([CH3:10])[CH3:11])[cH:12][cH:13][cH:14]1.[CH3:15][S:16](=[O:17])[O-:18].[Cu:30][I:31].[Na+:19].[Na+:29].[OH-:28].[OH:20][C:21]([CH:22]1[NH:23][CH2:24][CH2:25][CH2:26]1)=[O:27]>>[c:2]1([S:16]([CH3:15])(=[O:17])=[O:18])[cH:3][c:4]([C:5](=[O:6])[O:7][C:8]([CH3:9])([CH3:10])[CH3:11])[cH:12][cH:13][cH:14]1. The reactants are C1NCCCC12CCN(CC2)C(=O)OC(C)(C)C (tert-butyl 2,9-diazaspiro[5.5]undecane-9-carboxylate), C(C)N(C(C)C)C(C)C (N-Ethyl-diisopropylamine), ClC1=C(C(=O)N[C@@H]2CCC3=CC=C(C=C23)C(=O)O)C=CC=C1 ((3R)-3-[(2-chloro-benzoyl)amino]-2,3-dihydro-1H-indene-5-carboxylic acid), N-ethyl-N′-3-(dimethylamino)-propyl-carbodiimide hydrochloride, O.ON1N=NC2=C1C=CC=C2 (1-hydroxybenzotriazole hydrate). Solvent: C(Cl)Cl (methylene chloride). Reaction conditions: temperature 0 celsius, time 2.5 day. Yields the product ClC1=C(C(=O)N[C@@H]2CCC3=CC=C(C=C23)C(=O)N2CC3(CCC2)CCN(CC3)C(=O)OC(C)(C)C)C=CC=C1 ((R)-tert-Butyl 2-(3-(2-chlorobenzamido)-2,3-dihydro-1H-indene-5-carbonyl)-2,9-diazaspiro[5.5]undecane-9-carboxylate). Yield: 70.0%. As a reaction SMILES: C(N(C(C)C)C(C)C)C.[Cl:10][C:11]1[CH:31]=[CH:30][CH:29]=[CH:28][C:12]=1[C:13]([NH:15][C@H:16]1[C:24]2[C:19](=[CH:20][CH:21]=[C:22]([C:25](O)=[O:26])[CH:23]=2)[CH2:18][CH2:17]1)=[O:14].O.ON1C2C=CC=CC=2N=N1.[CH2:43]1[C:48]2([CH2:53][CH2:52][N:51]([C:54]([O:56][C:57]([CH3:60])([CH3:59])[CH3:58])=[O:55])[CH2:50][CH2:49]2)[CH2:47][CH2:46][CH2:45][NH:44]1>C(Cl)Cl>[Cl:10][C:11]1[CH:31]=[CH:30][CH:29]=[CH:28][C:12]=1[C:13]([NH:15][C@H:16]1[C:24]2[C:19](=[CH:20][CH:21]=[C:22]([C:25]([N:44]3[CH2:45][CH2:46][CH2:47][C:48]4([CH2:49][CH2:50][N:51]([C:54]([O:56][C:57]([CH3:60])([CH3:59])[CH3:58])=[O:55])[CH2:52][CH2:53]4)[CH2:43]3)=[O:26])[CH:23]=2)[CH2:18][CH2:17]1)=[O:14] |f:2.3|. Reported procedure: N-Ethyl-diisopropylamine (4 eq.) was added to a solution of (3R)-3-[(2-chloro-benzoyl)amino]-2,3-dihydro-1H-indene-5-carboxylic acid (E-03) (0.952 mmol, 1 eq.) in methylene chloride (18 ml). The reaction mixture was cooled to 0° C. and N-ethyl-N′-3-(dimethylamino)-propyl-carbodiimide hydrochloride (1.2 eq.) and 1-hydroxybenzotriazole hydrate (0.2 eq.) were then added. The mixture was stirred at this temperature for 15 min, before tert-butyl 2,9-diazaspiro[5.5]undecane-9-carboxylate (1.1 eq.) was... The reactants are [K], Nc1cccc2c1Cc1ccccc1C2=O, [Na+], [OH-], O, OO, O=S(=O)(O)O. The product is Nc1cccc2c1C(=O)c1ccccc1C2=O. As a reaction SMILES: [K:24].[NH2:1][c:2]1[cH:3][cH:4][cH:5][c:6]2[c:15]1[CH2:14][c:13]1[c:8]([cH:9][cH:10][cH:11][cH:12]1)[C:7]2=[O:16].[Na+:23].[OH-:22].[OH2:27].[OH:25][OH:26].[S:17]([OH:18])(=[O:19])(=[O:20])[OH:21]>>[NH2:1][c:2]1[cH:3][cH:4][cH:5][c:6]2[c:15]1[C:14](=[O:18])[c:13]1[c:8]([cH:9][cH:10][cH:11][cH:12]1)[C:7]2=[O:16]. Reactants: N1C=C(C2=CC=CC=C12)C(C(=O)N1CC(CC1)OC1=C(C=CC=C1)OC)=O (1 -(indole-3-ylglyoxyloyl)-3-(o-methoxyphenoxy)pyrrolidine), Cl (hydrogen chloride), O1CCCC1 (tetrahydrofuran), O1CCCC1 (tetrahydrofuran), [H-].[Al+3].[Li+].[H-].[H-].[H-] (lithium aluminum hydride), Cl (hydrochloride). Solvent: CCOCC (ether), CCOCC (ether). Yields the product Cl.COC1=C(OC2CN(CC2)CCC2=CNC3=CC=CC=C23)C=CC=C1 (3-{2-[3-(o-methoxyphenoxy)pyrrolidinyl]ethyl} indole hydrochloride). As a reaction SMILES: [NH:1]1[C:9]2[C:4](=[CH:5][CH:6]=[CH:7][CH:8]=2)[C:3]([C:10](=O)[C:11]([N:13]2[CH2:17][CH2:16][CH:15]([O:18][C:19]3[CH:24]=[CH:23][CH:22]=[CH:21][C:20]=3[O:25][CH3:26])[CH2:14]2)=O)=[CH:2]1.O1CCCC1.[H-].[Al+3].[Li+].[H-].[H-].[H-].[ClH:39]>CCOCC>[ClH:39].[CH3:26][O:25][C:20]1[CH:21]=[CH:22][CH:23]=[CH:24][C:19]=1[O:18][CH:15]1[CH2:16][CH2:17][N:13]([CH2:11][CH2:10][C:3]2[C:4]3[C:9](=[CH:8][CH:7]=[CH:6][CH:5]=3)[NH:1][CH:2]=2)[CH2:14]1 |f:2.3.4.5.6.7,10.11|. Reported procedure: A solution of 13.5 g. (0.037 mole) of 1 -(indole-3-ylglyoxyloyl)-3-(o-methoxyphenoxy)pyrrolidine in 50 ml. of anhydrous tetrahydrofuran was added dropwise to a stirred slurry of 7 g. (0.18 mole) of lithium aluminum hydride in 150 ml. of anhydrous tetrahydrofuran. The reaction mixture was worked up in the usual manner and the oily basic material which was isolated was dissolved in ether and treated with ethereal hydrogen chloride. The isolated hydrochloride weighed 10.7 g. (73%) and melted with d... Reactants: C(C)(C)(C)OC(=O)N1[C@H](C(=O)N2[C@@H](CCC2)C(COC2=CC=C(C=C2)OC)O)CCC1 ((2S)-1-[N-(tert-Butoxycarbonyl)-L-prolyl]-2-[1-hydroxy-2(4-methoxyphenoxy)ethyl]pyrrolidine). Run in Cl.O1CCOCC1 (hydrochloric acid 1,4-dioxane). Conditions: time 0.5 hour. The product is OC(COC1=CC=C(C=C1)OC)[C@H]1N(CCC1)C([C@H]1N(CCC1)C(COC1=CC=CC=C1)=O)=O ((2S)-2-[1-Hydroxy-2-(4-methoxyphenoxy)ethyl]-1-[N-(phenoxy-acetyl)-L-prolyl]pyrrolidine). Isolated yield 149.7%. As a reaction SMILES: C(O[C:6]([N:8]1[CH2:31][CH2:30][CH2:29][C@H:9]1[C:10]([N:12]1[CH2:16][CH2:15][CH2:14][C@H:13]1[CH:17]([OH:28])[CH2:18][O:19][C:20]1[CH:25]=[CH:24][C:23]([O:26][CH3:27])=[CH:22][CH:21]=1)=[O:11])=[O:7])(C)(C)C>Cl.O1CCOCC1>[OH:28][CH:17]([C@@H:13]1[CH2:14][CH2:15][CH2:16][N:12]1[C:10](=[O:11])[C@@H:9]1[CH2:29][CH2:30][CH2:31][N:8]1[C:6](=[O:7])[CH2:18][O:19][C:20]1[CH:25]=[CH:24][CH:23]=[CH:22][CH:21]=1)[CH2:18][O:19][C:20]1[CH:21]=[CH:22][C:23]([O:26][CH3:27])=[CH:24][CH:25]=1 |f:1.2|. Procedure details: (2S)-1-[N-(tert-Butoxycarbonyl)-L-prolyl]-2-[1-hydroxy-2(4-methoxyphenoxy)ethyl]pyrrolidine (658 mg) was dissolved in 4N hydrochloric acid/1,4-dioxane (8 ml), and the mixture was stirred at room temperature for 0.5 hour. The residue obtained by concentration and drying of the reaction mixture was dissolved in methylene chloride (10 ml), and thereto were added dropwise triethylamine (0.42 ml) and phenoxyacetyl chloride (0.21 ml) under ice-cooling. After stirring the mixture under ice-cooling for ... Reactants: C(=O)(O)C1=CC=C(C=O)C=C1 (4-carboxybenzaldehyde), O1CCCC1 (tetrahydrofuran), C(C(=O)Cl)(=O)Cl (oxalyl chloride). Conditions: temperature 2.5 celsius. The product is C(=O)C1=CC=C(C(=O)Cl)C=C1 (4-Formyl-benzoyl chloride). As a reaction SMILES: [C:1]([C:4]1[CH:11]=[CH:10][C:7]([CH:8]=[O:9])=[CH:6][CH:5]=1)(O)=[O:2].O1CCCC1.C(Cl)(=O)C([Cl:20])=O>>[CH:8]([C:7]1[CH:10]=[CH:11][C:4]([C:1]([Cl:20])=[O:2])=[CH:5][CH:6]=1)=[O:9]. Procedure: To a thin suspension of 4-carboxybenzaldehyde (600 g, 3.92 mol) in tetrahydrofuran (2664 g, 36.57 mol) was added dimethylformadehyde (11.48 g, 0.16 mol) and the reaction mixture was cooled to 0-5° C. with an ice bath. The reaction mixture was then stirred at 0° C. while oxalyl chloride (608.69 g, 4.70 mol) was added slowly. The reaction mixture was stirred until it was deemed complete by 1HNMR to yield the title compound. The reaction mixture was used in the next step without further manipulatio... Reactants: O=C([O-])[O-], CC(C)=O, BrCC1CC1, [K+], [K+], OCCOc1ccccc1O. The product is OCCOc1ccccc1OCC1CC1. As a reaction SMILES: [C:17](=[O:18])([O-:19])[O-:20].[CH3:23][C:24](=[O:25])[CH3:26].[CH:12]1([CH2:15][Br:16])[CH2:13][CH2:14]1.[K+:21].[K+:22].[OH:1][c:2]1[c:3]([O:8][CH2:9][CH2:10][OH:11])[cH:4][cH:5][cH:6][cH:7]1>>[O:1]([c:2]1[c:3]([O:8][CH2:9][CH2:10][OH:11])[cH:4][cH:5][cH:6][cH:7]1)[CH2:15][CH:12]1[CH2:13][CH2:14]1.